Dataset: the Open Reaction Database (ORD), a public repository of structured organic reaction records. Task: describe an organic reaction: reactants, conditions, products, and yield Reactants: NCC1CCN(CC1)CCC1=NC=CC=C1 (4-(aminomethyl)-1-(2-pyridylethyl)piperidine), C(C(=O)Cl)(=O)Cl (oxalyl chloride), N1=C2C(=NO1)C=C(C=C2)C(=O)O (benzofurazan-5-carboxylic acid). The reagents and catalysts are CN(C=O)C (dimethylformamide). Run in C(Cl)Cl (methylene chloride), C(Cl)Cl (methylene chloride). Reaction conditions: time 3 hour. Yields the product N1=C2C(=NO1)C=C(C=C2)C(=O)NCC2CCN(CC2)CCC2=NC=CC=C2 (4-[N-(benzofurazan-5-carbonyl)aminomethyl]-1-(2-pyridylethyl)piperidine). The yield is 40.0%. RXN SMILES: [N:1]1[O:5][N:4]=[C:3]2[CH:6]=[C:7]([C:10]([OH:12])=O)[CH:8]=[CH:9][C:2]=12.C(Cl)(=O)C(Cl)=O.[NH2:19][CH2:20][CH:21]1[CH2:26][CH2:25][N:24]([CH2:27][CH2:28][C:29]2[CH:34]=[CH:33][CH:32]=[CH:31][N:30]=2)[CH2:23][CH2:22]1>C(Cl)Cl.CN(C)C=O>[N:1]1[O:5][N:4]=[C:3]2[CH:6]=[C:7]([C:10]([NH:19][CH2:20][CH:21]3[CH2:26][CH2:25][N:24]([CH2:27][CH2:28][C:29]4[CH:34]=[CH:33][CH:32]=[CH:31][N:30]=4)[CH2:23][CH2:22]3)=[O:12])[CH:8]=[CH:9][C:2]=12. Procedure details: To a suspension of benzofurazan-5-carboxylic acid (150 mg, 0.91 mmol) in methylene chloride (3.3 ml) was added dimethylformamide (1 drop) followed by dropwise addition of oxalyl chloride (89 μl, 1.0 mmol). The resulting solution was stirred at room temperature for 3 hours and then concentrated under reduced pressure. The brown oil was redissolved in methylene chloride (3.3 ml) and was added to a cooled (0° C.) solution of 4-(aminomethyl)-1-(2-pyridylethyl)piperidine (0.21 g, 0.95 mmol) in methyl...